From a dataset of the Open Reaction Database (ORD), a public repository of structured organic reaction records. describe an organic reaction: reactants, conditions, products, and yield Starting materials: Cc1cc(C)n(CC(=O)N2CCN(c3ccccc3C(=O)O)CC2)n1, CCN(C(C)C)C(C)C, O=C(Cl)C(=O)Cl, ClCCl, Nc1ccncc1, CN(C)C=O. Yields the product Cc1cc(C)n(CC(=O)N2CCN(c3ccccc3C(=O)Nc3ccncc3)CC2)n1. As a reaction SMILES: [CH3:1][c:2]1[n:3][n:4]([CH2:8][C:9](=[O:10])[N:11]2[CH2:12][CH2:13][N:14]([c:17]3[c:18]([C:19](=[O:20])[OH:21])[cH:22][cH:23][cH:24][cH:25]3)[CH2:15][CH2:16]2)[c:5]([CH3:7])[cH:6]1.[CH:39]([N:40]([CH:41]([CH3:42])[CH3:43])[CH2:44][CH3:45])([CH3:46])[CH3:47].[Cl:26][C:27]([C:28]([Cl:29])=[O:30])=[O:31].[Cl:48][CH2:49][Cl:50].[NH2:32][c:33]1[cH:34][cH:35][n:36][cH:37][cH:38]1.[O:51]=[CH:52][N:53]([CH3:54])[CH3:55]>>[CH3:1][c:2]1[n:3][n:4]([CH2:8][C:9](=[O:10])[N:11]2[CH2:12][CH2:13][N:14]([c:17]3[c:18]([C:19](=[O:20])[NH:32][c:33]4[cH:34][cH:35][n:36][cH:37][cH:38]4)[cH:22][cH:23][cH:24][cH:25]3)[CH2:15][CH2:16]2)[c:5]([CH3:7])[cH:6]1. As a reaction SMILES: [N+:1]([O:4][CH:5]1[CH2:10][CH2:9][N:8](C(OC(C)(C)C)=O)[CH2:7][CH2:6]1)([O-:3])=[O:2].C(Cl)[Cl:19]>>[ClH:19].[N+:1]([O-:3])([O:4][CH:5]1[CH2:10][CH2:9][NH:8][CH2:7][CH2:6]1)=[O:2] |f:2.3|. The reactants are [N+](=O)([O-])OC1CCN(CC1)C(=O)OC(C)(C)C (tert-butyl 4-(nitrooxy)piperidine-1-carboxylate), C(Cl)Cl (DCM). Procedure: To a solution of tert-butyl 4-(nitrooxy)piperidine-1-carboxylate (2.10 g; 8.53 mmol) in DCM (15 mL) cooled to 0° C., HCl gas was bubbled for 2 hrs. The solvent was concentrated and the residue was treated with diethyl ether, affording the title compound which was used in subsequent steps without further purification. Yields the product Cl.[N+](=O)(OC1CCNCC1)[O-] (Piperidin-4-yl nitrate hydrochloride). The reactants are OC=1C=C2C(CCOC2=CC1)=O (6-hydroxy-2,3-dihydro-4H-chromen-4-one), [Si](C1=CC=CC=C1)(C1=CC=CC=C1)(C(C)(C)C)Cl (tert-butyldiphenylsilylchloride), N1C=NC=C1 (imidazole). Solvent: CN(C)C=O (DMF). Reaction conditions: temperature 60 celsius. Product: [Si](C1=CC=CC=C1)(C1=CC=CC=C1)(C(C)(C)C)OC=1C=C2C(CCOC2=CC1)=O (6-tert-Butyldiphenylsilyloxy-2,3-dihydro-4H-chromen-4-one). As a reaction SMILES: [OH:1][C:2]1[CH:3]=[C:4]2[C:9](=[CH:10][CH:11]=1)[O:8][CH2:7][CH2:6][C:5]2=[O:12].[Si:13](Cl)([C:26]([CH3:29])([CH3:28])[CH3:27])([C:20]1[CH:25]=[CH:24][CH:23]=[CH:22][CH:21]=1)[C:14]1[CH:19]=[CH:18][CH:17]=[CH:16][CH:15]=1.N1C=CN=C1>CN(C=O)C>[Si:13]([O:1][C:2]1[CH:3]=[C:4]2[C:9](=[CH:10][CH:11]=1)[O:8][CH2:7][CH2:6][C:5]2=[O:12])([C:26]([CH3:29])([CH3:28])[CH3:27])([C:20]1[CH:21]=[CH:22][CH:23]=[CH:24][CH:25]=1)[C:14]1[CH:19]=[CH:18][CH:17]=[CH:16][CH:15]=1. Procedure: A mixture of 6-hydroxy-2,3-dihydro-4H-chromen-4-one (1.65 g, 10.1 mmol), tert-butyldiphenylsilylchloride (6.87 g, 25.2 mmol), and imidazole (2.1 g, 30.3 mmol) in degassed DMF (30 mL) was heated at 60° C. for 18 hours. The solvent was removed in vacuo and the residue purified by silica gel chromatography, eluting with hexane—20% EtOAc, to yield the titled product. Starting materials: CC(C)(C)OC(=O)COc1ccc(-c2ccc(C#N)cc2)cc1, ClCCl, O=C(O)C(F)(F)F. Yields the product N#Cc1ccc(-c2ccc(OCC(=O)O)cc2)cc1. Reaction SMILES: [C:1]([CH3:2])([CH3:3])([CH3:4])[O:5][C:6](=[O:7])[CH2:8][O:9][c:10]1[cH:11][cH:12][c:13](-[c:16]2[cH:17][cH:18][c:19]([C:22]#[N:23])[cH:20][cH:21]2)[cH:14][cH:15]1.[CH2:31]([Cl:32])[Cl:33].[OH:24][C:25]([C:26]([F:27])([F:28])[F:29])=[O:30]>>[O:5]=[C:6]([OH:7])[CH2:8][O:9][c:10]1[cH:11][cH:12][c:13](-[c:16]2[cH:17][cH:18][c:19]([C:22]#[N:23])[cH:20][cH:21]2)[cH:14][cH:15]1. Reactants: CN1CCC(Br)C1=O, O=C([O-])[O-], [K+], [K+], Cc1cnc(NC(=O)c2cc(O)cc(Oc3ccc(C(=O)N4CCC4)nc3)c2)cn1, CN(C)C=O. The product is Cc1cnc(NC(=O)c2cc(Oc3ccc(C(=O)N4CCC4)nc3)cc(OC3CCN(C)C3=O)c2)cn1. Reaction SMILES: [Br:31][CH:32]1[C:33](=[O:38])[N:34]([CH3:37])[CH2:35][CH2:36]1.[C:39](=[O:40])([O-:41])[O-:42].[K+:43].[K+:44].[N:1]1([C:5](=[O:6])[c:7]2[cH:8][cH:9][c:10]([O:13][c:14]3[cH:15][c:16]([C:17](=[O:18])[NH:19][c:20]4[n:21][cH:22][c:23]([CH3:26])[n:24][cH:25]4)[cH:27][c:28]([OH:30])[cH:29]3)[cH:11][n:12]2)[CH2:2][CH2:3][CH2:4]1.[O:45]=[CH:46][N:47]([CH3:48])[CH3:49]>>[N:1]1([C:5](=[O:6])[c:7]2[cH:8][cH:9][c:10]([O:13][c:14]3[cH:15][c:16]([C:17](=[O:18])[NH:19][c:20]4[n:21][cH:22][c:23]([CH3:26])[n:24][cH:25]4)[cH:27][c:28]([O:30][CH:32]4[C:33](=[O:38])[N:34]([CH3:37])[CH2:35][CH2:36]4)[cH:29]3)[cH:11][n:12]2)[CH2:2][CH2:3][CH2:4]1. The reactants are B, CCc1nc2ccccc2n1-c1nc(N2CCOCC2)c2nc(C3(OC)CN(C(=O)CO)C3)n(C)c2n1, C1CCOC1, C1CCOC1. The product is CCc1nc2ccccc2n1-c1nc(N2CCOCC2)c2nc(C3(OC)CN(CCO)C3)n(C)c2n1. RXN SMILES: [BH3:38].[CH2:1]([CH3:2])[c:3]1[n:4][c:5]2[c:6]([n:7]1-[c:8]1[n:9][c:10]([N:28]3[CH2:29][CH2:30][O:31][CH2:32][CH2:33]3)[c:11]3[n:12][c:13]([C:18]4([O:26][CH3:27])[CH2:19][N:20]([C:22]([CH2:23][OH:24])=[O:25])[CH2:21]4)[n:14]([CH3:17])[c:15]3[n:16]1)[cH:34][cH:35][cH:36][cH:37]2.[CH2:39]1[O:40][CH2:41][CH2:42][CH2:43]1.[CH2:44]1[O:45][CH2:46][CH2:47][CH2:48]1>>[CH2:1]([CH3:2])[c:3]1[n:4][c:5]2[c:6]([n:7]1-[c:8]1[n:9][c:10]([N:28]3[CH2:29][CH2:30][O:31][CH2:32][CH2:33]3)[c:11]3[n:12][c:13]([C:18]4([O:26][CH3:27])[CH2:19][N:20]([CH2:22][CH2:23][OH:24])[CH2:21]4)[n:14]([CH3:17])[c:15]3[n:16]1)[cH:34][cH:35][cH:36][cH:37]2. Starting materials: [H-].[K+] (potassium hydride), C1(=CC=C(C=C1)S(=O)(=O)Cl)C (p-toluenesulfonyl chloride), COCCOCCOCCOC (triglyme), OC1CN(C1)C1C[C@@H]2CC[C@H]3[C@@H]4CC[C@H]([C@@H](CCCC(C)C)C)[C@]4(CC[C@@H]3[C@]2(CC1)C)C (3-(3-hydroxy-1-azetidinyl)-5α-cholestane). Run in O1CCCC1 (tetrahydrofuran), O1CCCC1 (tetrahydrofuran), O1CCCC1 (tetrahydrofuran). Yields the product maleate salt, C1(=CC=C(C=C1)S(=O)(=O)OC1CN(C1)C1C[C@@H]2CC[C@H]3[C@@H]4CC[C@H]([C@@H](CCCC(C)C)C)[C@]4(CC[C@@H]3[C@]2(CC1)C)C)C (3-(3-p-Toluenesulfonyloxy-1-Azetidinyl)-5α-Cholestane). Reaction SMILES: [H-].[K+].COCCOCCOCCOC.[OH:15][CH:16]1[CH2:19][N:18]([CH:20]2[CH2:44][CH2:43][C@@:42]3([CH3:45])[C@@H:22]([CH2:23][CH2:24][C@@H:25]4[C@@H:41]3[CH2:40][CH2:39][C@@:38]3([CH3:46])[C@H:26]4[CH2:27][CH2:28][C@@H:29]3[C@H:30]([CH3:37])[CH2:31][CH2:32][CH2:33][CH:34]([CH3:36])[CH3:35])[CH2:21]2)[CH2:17]1.[C:47]1([CH3:57])[CH:52]=[CH:51][C:50]([S:53](Cl)(=[O:55])=[O:54])=[CH:49][CH:48]=1>O1CCCC1>[C:47]1([CH3:57])[CH:52]=[CH:51][C:50]([S:53]([O:15][CH:16]2[CH2:17][N:18]([CH:20]3[CH2:44][CH2:43][C@@:42]4([CH3:45])[C@@H:22]([CH2:23][CH2:24][C@@H:25]5[C@@H:41]4[CH2:40][CH2:39][C@@:38]4([CH3:46])[C@H:26]5[CH2:27][CH2:28][C@@H:29]4[C@H:30]([CH3:37])[CH2:31][CH2:32][CH2:33][CH:34]([CH3:36])[CH3:35])[CH2:21]3)[CH2:19]2)(=[O:55])=[O:54])=[CH:49][CH:48]=1 |f:0.1|. Procedure details: To a nitrogen blanketed, ice-cooled, stirred suspension of 1.08 g of 35% potassium hydride in mineral oil in 58 ml dry tetrahydrofuran and 2-3 ml triglyme add 3.49 g 3-(3-hydroxy-1-azetidinyl)-5α-cholestane (a mixture of the 3α- and 3β-epimers). Continue stirring the mixture for 5 days at room temperature, adding an additional 80 ml dry tetrahydrofuran after the first 24 hours. After 5 days add a solution of 1.52 g of p-toluenesulfonyl chloride in 10 ml tetrahydrofuran and stir one hour. Destroy...